From a dataset of the Open Reaction Database (ORD), a public repository of structured organic reaction records. describe an organic reaction: reactants, conditions, products, and yield RXN SMILES: [CH2:25]([OH:26])[CH3:27].[CH3:1][O:2][C:3]([c:4]1[c:5]([CH:11]=[CH:12][c:13]2[c:14]([CH3:21])[c:15]([O:19][CH3:20])[cH:16][cH:17][cH:18]2)[cH:6][cH:7][c:8]([Br:10])[cH:9]1)=[O:22].[CH3:28][C:29](=[O:30])[OH:31].[H:23][H:24]>>[CH3:1][O:2][C:3]([c:4]1[c:5]([CH2:11][CH2:12][c:13]2[c:14]([CH3:21])[c:15]([O:19][CH3:20])[cH:16][cH:17][cH:18]2)[cH:6][cH:7][c:8]([Br:10])[cH:9]1)=[O:22]. Product: COC(=O)c1cc(Br)ccc1CCc1cccc(OC)c1C. Reactants: CCO, COC(=O)c1cc(Br)ccc1C=Cc1cccc(OC)c1C, CC(=O)O, [H][H]. Starting materials: C1(CCCCC1)CC(C(=O)O)C1=CC=C(C=C1)OCC1=NC=CC=C1 (3-cyclohexyl-2-[4-(pyrid-2-yl-methoxy)phenyl]propionic acid), C1=C(C=CC2=CC=CC=C12)COC=1C=C(C=CC1)C(CCCC1=CC=CC=C1)ON=CC(=O)O ({[1-(3-[2-naphthylmethoxyl]phenyl)-4-phenylbutyl]oximino}acetic acid), N (NH3). Yields the product ON(C(C(CC1CCCCC1)C1=CC=C(C=C1)OCC1=NC=CC=C1)=O)C (3-Cyclohexyl-2-[4-(pyrid-2-yl-methoxy)phenyl]propionic acid N-hydroxy-N-methyl-amide). Reaction SMILES: [CH:1]1([CH2:7][CH:8]([C:12]2[CH:17]=[CH:16][C:15]([O:18][CH2:19][C:20]3[CH:25]=[CH:24][CH:23]=[CH:22][N:21]=3)=[CH:14][CH:13]=2)[C:9](O)=[O:10])[CH2:6][CH2:5][CH2:4][CH2:3][CH2:2]1.C1C2C(=CC=CC=2)C=CC=1COC1C=C(C([O:54][N:55]=[CH:56]C(O)=O)CCCC2C=CC=CC=2)C=CC=1.N>>[OH:54][N:55]([CH3:56])[C:9](=[O:10])[CH:8]([C:12]1[CH:17]=[CH:16][C:15]([O:18][CH2:19][C:20]2[CH:25]=[CH:24][CH:23]=[CH:22][N:21]=2)=[CH:14][CH:13]=1)[CH2:7][CH:1]1[CH2:6][CH2:5][CH2:4][CH2:3][CH2:2]1. Procedure: The desired material was prepared according to the procedures described in Example 5 substituting 3-cyclohexyl-2-[4-(pyrid-2-yl-methoxy)phenyl]propionic acid for {[1-(3-[2-naphthylmethoxyl]phenyl)-4-phenylbutyl]oximino}acetic acid. 1H NMR (DMSO-d6, 300 MHz) δ 0.85 (m, 2H), 1.1 (m, 4H), 1.43 (m, 1H), 1.6 (m, 5H), 1.8 (m, 1H), 3.04 (s, 3H), 4.25 (m, 1H), 5.24 (s, 2H), 6.93 (d, J=7Hz, 2H), 7.2 (d, J=7Hz, 2H), 7.33 (m, 1H), 7.5 (d, J=7Hz, 1H), 7.82 (dt, J=7Hz, 2Hz, 1H), 8.58 (m, 1H), 9.8 (bs, 1H). I... Starting materials: ClC1=NC=CC(=N1)C(F)(F)F (2-Chloro-4-(trifluoromethyl)pyrimidine), S(=O)(=O)(C1=CC=C(C)C=C1)O.O (TsOH—H2O), N1(CCOCC1)C=1C=C(C=C(C1)C1=CC=CC=C1)N (5-(morpholin-4-yl)biphenyl-3-amine). Solvent: O1CCOCC1 (dioxane), C(C)(=O)OCC (ethyl acetate). Conditions: temperature 100 celsius. Product: N1(CCOCC1)C=1C=C(C=C(C1)C1=CC=CC=C1)NC1=NC=CC(=N1)C(F)(F)F (N-[5-(morpholin-4-yl)biphenyl-3-yl]-4-(trifluoromethyl)pyrimidin-2-amine). As a reaction SMILES: Cl[C:2]1[N:7]=[C:6]([C:8]([F:11])([F:10])[F:9])[CH:5]=[CH:4][N:3]=1.S(O)(C1C=CC(C)=CC=1)(=O)=O.O.[N:24]1([C:30]2[CH:31]=[C:32]([NH2:42])[CH:33]=[C:34]([C:36]3[CH:41]=[CH:40][CH:39]=[CH:38][CH:37]=3)[CH:35]=2)[CH2:29][CH2:28][O:27][CH2:26][CH2:25]1>O1CCOCC1.C(OCC)(=O)C>[N:24]1([C:30]2[CH:31]=[C:32]([NH:42][C:2]3[N:7]=[C:6]([C:8]([F:11])([F:10])[F:9])[CH:5]=[CH:4][N:3]=3)[CH:33]=[C:34]([C:36]3[CH:41]=[CH:40][CH:39]=[CH:38][CH:37]=3)[CH:35]=2)[CH2:25][CH2:26][O:27][CH2:28][CH2:29]1 |f:1.2|. Procedure: 2-Chloro-4-(trifluoromethyl)pyrimidine (23 μL, 0.19 mmol) and TsOH—H2O (29.9 mg, 0.157 mmol) were added to a solution of 5-(morpholin-4-yl)biphenyl-3-amine (40 mg, 0.157 mmol) in dioxane (1.5 mL) and then the reaction mixture was heated to 100° C. for 14 hours. The reaction mixture was diluted with ethyl acetate and washed with saturated NaHCO3 (aq) followed by brine. The aqueous layers were extracted with ethyl acetate, then the combined organic extracts were dried over Na2SO4, filtered, and co... Starting materials: C(C1=CC=CC=C1)N1CC2=CC(=C(C=C2C1)OC)OC (N-benzyl-5,6-dimethoxyisoindoline), CI (methyl iodide). The solvent is CC(=O)C (acetone). Reaction conditions: time 6 hour. Product: [I-].C(C1=CC=CC=C1)[N+]1(CC2=CC(=C(C=C2C1)OC)OC)C (N-benzyl-5,6-dimethoxy-N-methylisoindolinium iodide). Isolated yield 14.4%. As a reaction SMILES: [CH2:1]([N:8]1[CH2:16][C:15]2[C:10](=[CH:11][C:12]([O:19][CH3:20])=[C:13]([O:17][CH3:18])[CH:14]=2)[CH2:9]1)[C:2]1[CH:7]=[CH:6][CH:5]=[CH:4][CH:3]=1.[CH3:21][I:22]>CC(C)=O>[I-:22].[CH2:1]([N+:8]1([CH3:21])[CH2:9][C:10]2[C:15](=[CH:14][C:13]([O:17][CH3:18])=[C:12]([O:19][CH3:20])[CH:11]=2)[CH2:16]1)[C:2]1[CH:3]=[CH:4][CH:5]=[CH:6][CH:7]=1 |f:3.4|. Reported procedure: 500 mg (1.86 mmol) of N-benzyl-5,6-dimethoxyisoindoline was dissolved in 10 ml of acetone, and 316 mg (2.27 mmol) of methyl iodide was added thereto at room temperature. The mixture was left to stand for 6 hours. Then, the precipitated crystals were collected by filtration and washed with 10 ml of acetone to obtain 640 mg of the above identified compound. The filtrate was distilled off under reduced pressure, and the crystal residue was washed with 10 ml of ethyl acetate to obtain 110 mg of the ... Reactants: N1=C(C=CC=C1)C=1NC(C=CC1)=O (2-(2-pyridinyl)-6-(1H)-pyridinone), P(=O)(Cl)(Cl)Cl (phosphorus oxychloride). The product is ClC1=CC=CC(=N1)C1=NC=CC=C1 (6'-chloro-2,2'-bipyridine). Reaction SMILES: [N:1]1[CH:6]=[CH:5][CH:4]=[CH:3][C:2]=1[C:7]1[NH:8][C:9](=O)[CH:10]=[CH:11][CH:12]=1.P(Cl)(Cl)([Cl:16])=O>>[Cl:16][C:9]1[N:8]=[C:7]([C:2]2[CH:3]=[CH:4][CH:5]=[CH:6][N:1]=2)[CH:12]=[CH:11][CH:10]=1. Procedure: A mixture of 5.3 g of 2-(2-pyridinyl)-6-(1H)-pyridinone and 100 ml of phosphorus oxychloride was heated on a steam bath for 18 hours and then concentrated to dryness under vacuum. Crushed ice was added to the oil residue and the mixture made basic with solid potassium carbonate. The mixture was then extracted with dichloromethane, the extracts treated with activated carbon, filtered and concentrated, giving a solid which was purified by chromatography on silica gel with ethyl acetate as solvent,...